Dataset: the Open Reaction Database (ORD), a public repository of structured organic reaction records. Task: describe an organic reaction: reactants, conditions, products, and yield Reactants: [BH4-], C1CCCCC1, CCO, ClCCl, [Na+], O=C(O)C(=O)Cc1ccccc1[N+](=O)[O-], O. The product is O=C(O)C(O)Cc1ccccc1[N+](=O)[O-]. Reaction SMILES: [BH4-:17].[CH2:19]1[CH2:20][CH2:21][CH2:22][CH2:23][CH2:24]1.[CH3:28][CH2:29][OH:30].[Cl:25][CH2:26][Cl:27].[Na+:18].[O:1]=[C:2]([C:3](=[O:4])[OH:5])[CH2:6][c:7]1[c:8]([N+:13](=[O:14])[O-:15])[cH:9][cH:10][cH:11][cH:12]1.[OH2:16]>>[OH:1][CH:2]([C:3](=[O:4])[OH:5])[CH2:6][c:7]1[c:8]([N+:13](=[O:14])[O-:15])[cH:9][cH:10][cH:11][cH:12]1. Starting materials: C([O-])([O-])=O.[K+].[K+] (potassium carbonate), OB(C1=CC=C(C(=O)O)C=C1)O (4-(dihydroxyboranyl)benzoic acid), C(C)(=O)N1[C@H](C[C@H](C2=CC(=CC=C12)Br)NC1=CC=CC=C1)CC ((cis)-1-acetyl-6-bromo-2-ethyl-N-phenyl-1,2,3,4-tetrahydro-4-quinolinamine), intermediate 90. Reagents/catalysts: C=1C=CC(=CC1)[P](C=2C=CC=CC2)(C=3C=CC=CC3)[Pd]([P](C=4C=CC=CC4)(C=5C=CC=CC5)C=6C=CC=CC6)([P](C=7C=CC=CC7)(C=8C=CC=CC8)C=9C=CC=CC9)[P](C=1C=CC=CC1)(C=1C=CC=CC1)C=1C=CC=CC1 (tetrakis(triphenylphosphine)palladium(0)). Solvent: O1CCOCC1 (1,4-dioxane), O (water). Run at temperature 130 celsius, time 15 minute. Yields the product C(C)(=O)N1[C@H](C[C@H](C2=CC(=CC=C12)C1=CC=C(C(=O)O)C=C1)NC1=CC=CC=C1)CC (4-[(cis)-1-acetyl-2-ethyl-4-(phenylamino)-1,2,3,4-tetrahydro-6-quinolinyl]benzoic acid). Isolated yield 45.0%. Reaction SMILES: OB(O)[C:3]1[CH:11]=[CH:10][C:6]([C:7]([OH:9])=[O:8])=[CH:5][CH:4]=1.[C:13]([N:16]1[C:25]2[C:20](=[CH:21][C:22](Br)=[CH:23][CH:24]=2)[C@H:19]([NH:27][C:28]2[CH:33]=[CH:32][CH:31]=[CH:30][CH:29]=2)[CH2:18][C@@H:17]1[CH2:34][CH3:35])(=[O:15])[CH3:14].C(=O)([O-])[O-].[K+].[K+]>O1CCOCC1.O.C1C=CC([P]([Pd]([P](C2C=CC=CC=2)(C2C=CC=CC=2)C2C=CC=CC=2)([P](C2C=CC=CC=2)(C2C=CC=CC=2)C2C=CC=CC=2)[P](C2C=CC=CC=2)(C2C=CC=CC=2)C2C=CC=CC=2)(C2C=CC=CC=2)C2C=CC=CC=2)=CC=1>[C:13]([N:16]1[C:25]2[C:20](=[CH:21][C:22]([C:3]3[CH:11]=[CH:10][C:6]([C:7]([OH:9])=[O:8])=[CH:5][CH:4]=3)=[CH:23][CH:24]=2)[C@H:19]([NH:27][C:28]2[CH:33]=[CH:32][CH:31]=[CH:30][CH:29]=2)[CH2:18][C@@H:17]1[CH2:34][CH3:35])(=[O:15])[CH3:14] |f:2.3.4,^1:52,54,73,92|. Procedure: A mixture of 4-(dihydroxyboranyl)benzoic acid (30 mg, 0.181 mmol), (cis)-1-acetyl-6-bromo-2-ethyl-N-phenyl-1,2,3,4-tetrahydro-4-quinolinamine (for a preparation see intermediate 90) (40 mg, 0.107 mmol) and tetrakis(triphenylphosphine)palladium(0) (15 mg, 0.013 mmol) in 1,4-dioxane (1 mL) and water (0.5 mL) was treated with potassium carbonate (45 mg, 0.326 mmol) and the resulting mixture was stirred at 130° C. for 15 min under microwave irradiation then cooled to room temperature and concentrate... Starting materials: FC=1C=C(C=CC1F)O (3,4-difluorophenol), CN[C@@H]1CC[C@H](CC1)O (trans-4-methylamino-cyclohexanol), [H-].[Na+] (NaH), ClC(Cl)(Cl)OC(=O)Cl (trichloromethylchloroformate), N1=CC=CC2=CC=CC=C12 (quinoline), Cl (HCl), [H-].[Na+] (NaH). The solvent is C1CCOC1 (THF), O (water), C1(=CC=CC=C1)C (toluene). Conditions: temperature 0 celsius, time 3 hour. The product is FC=1C=C(C=CC1F)OC(N(C)[C@@H]1CC[C@H](CC1)O)=O (trans-(4-Hydroxy-cyclohexyl)-methyl-carbamic acid 3,4-difluoro-phenyl ester). Isolated yield 238.5%. RXN SMILES: [CH3:1][NH:2][C@H:3]1[CH2:8][CH2:7][C@H:6]([OH:9])[CH2:5][CH2:4]1.Cl[C:11]([O:14][C:15](Cl)=[O:16])(Cl)Cl.N1C2C(=CC=CC=2)C=CC=1.[F:28][C:29]1[CH:30]=C(O)[CH:32]=[CH:33][C:34]=1[F:35].[H-].[Na+].Cl>C1(C)C=CC=CC=1.C1COCC1.O>[F:28][C:29]1[CH:30]=[C:11]([O:14][C:15](=[O:16])[N:2]([C@H:3]2[CH2:8][CH2:7][C@H:6]([OH:9])[CH2:5][CH2:4]2)[CH3:1])[CH:32]=[CH:33][C:34]=1[F:35] |f:4.5|. Reported procedure: 4.01 g (31 mmol) of trans-4-methylamino-cyclohexanol (twice suspended in toluene and evaporated under reduced pressure to remove water) were suspended in 60 ml hexamethyldisilazane and refluxed for 2.5 h. The solution was evaporated under reduced pressure, dissolved in 80 ml CH2Cl2 and added to a cooled solution (0° C.) of 2.06 ml (17.05 mmol) trichloromethylchloroformate (diphosgene) and 4.40 ml (34.10 mmol) quinoline. The reaction was stirred for 3 h at 0° C. and evaporated. The residue and 8.... Starting materials: OC1=C(C=NC=2CCCC(C12)=O)C(=O)OCC (ethyl 4-hydroxy-5-oxo-5,6,7,8-tetrahydroquinoline-3-carboxylate), C(C)I (ethyl iodide), C([O-])([O-])=O.[K+].[K+] (potassium carbonate), C(C)I (ethyl iodide). Run in CN(C=O)C (dimethylformamide). Conditions: temperature 60 celsius, time 30 minute. The product is C(C)N1C=C(C(C=2C(CCCC12)=O)=O)C(=O)OCC (ethyl 1-ethyl-4,5-dioxo-1,4,5,6,7,8-hexahydroquinoline-3-carboxylate). The yield is 92.3%. As a reaction SMILES: [OH:1][C:2]1[C:11]2[C:10](=[O:12])[CH2:9][CH2:8][CH2:7][C:6]=2[N:5]=[CH:4][C:3]=1[C:13]([O:15][CH2:16][CH3:17])=[O:14].C(=O)([O-])[O-].[K+].[K+].[CH2:24](I)[CH3:25]>CN(C)C=O>[CH2:24]([N:5]1[C:6]2[CH2:7][CH2:8][CH2:9][C:10](=[O:12])[C:11]=2[C:2](=[O:1])[C:3]([C:13]([O:15][CH2:16][CH3:17])=[O:14])=[CH:4]1)[CH3:25] |f:1.2.3|. Procedure details: By the method described in Japanese Patent Application No. 24956/1978, diethyl N-(3-oxo-1-cyclohexen-1-yl)-aminomethylenemalonate was prepared from 3-amino-2-cyclohexenone and diethyl ethoxymethylenemalonate. The product was cyclized under heat to form ethyl 4-hydroxy-5-oxo-5,6,7,8-tetrahydroquinonine-3-carboxylate, followed by hydrolysis. The resulting ethyl 4-hydroxy-5-oxo-5,6,7,8-tetrahydroquinoline-3-carboxylate (2.35 g) was suspended in 80 ml of dimethylformamide. The suspension was heated ... Starting materials: C(=O)(C(F)(F)F)O (TFA), C(C)(C)(C)OC(=O)N1CC2=CC=CC=C2CC1C=1NC(=C(N1)C1=CC=CC=C1)C (3-(5-methyl-4-phenyl-1H-imidazol-2-yl)-3,4-dihydro-1H-isoquinoline-2-carboxylic acid tert-butyl ester). Run at time 30 minute. Product: CC1=C(N=C(N1)C1NCC2=CC=CC=C2C1)C1=CC=CC=C1 (3-(5-methyl-4-phenyl-1H-imidazol-2-yl)-3,4,-dihydro-1H-isoquinoline). RXN SMILES: C(O)(C(F)(F)F)=O.C(OC([N:15]1[CH:24]([C:25]2[NH:26][C:27]([CH3:36])=[C:28]([C:30]3[CH:35]=[CH:34][CH:33]=[CH:32][CH:31]=3)[N:29]=2)[CH2:23][C:22]2[C:17](=[CH:18][CH:19]=[CH:20][CH:21]=2)[CH2:16]1)=O)(C)(C)C>>[CH3:36][C:27]1[NH:26][C:25]([CH:24]2[CH2:23][C:22]3[C:17](=[CH:18][CH:19]=[CH:20][CH:21]=3)[CH2:16][NH:15]2)=[N:29][C:28]=1[C:30]1[CH:35]=[CH:34][CH:33]=[CH:32][CH:31]=1. Reported procedure: To a solution of TFA (5 mL) cooled to about 0° C. was added the compound prepared in Step A above (1.10 g, 2.82 mmol), and the reaction mixture stirred for about 30 minutes. The reaction mixture was then removed from the ice bath and allowed to warm to room temperature. Excess TFA was removed under a stream of N2. The residue was partitioned between saturated NaHCO3 and dichloromethane. The aqueous phase was washed with a second portion of dichloromethane and the organic phases combined. The com... Procedure details: 5-[2-(2-Chloro-4-methoxy-phenyl)-acetyl]-3-methyl-3H-benzooxazol-2-one (2.45 g) was dissolved in DMF (60 mL). The mixture was cooled to 0° C. To this solution was added sodium hydride (55% in mineral oil, 403 mg) over a period of 10 minutes. The mixture was stirred for 10 minutes at 0° C. and then for 1 hour at r.t. The mixture was cooled to 0° C. and methyl iodide (0.49 mL) was added dropwise over a period of 10 minutes. Stirring was continued for 1.5 hours at r.t. The reaction mixture was pour... The product is ClC1=C(C=CC(=C1)OC)C(C(=O)C=1C=CC2=C(N(C(O2)=O)C)C1)C (5-[2-(2-Chloro-4-methoxy-phenyl)-propionyl]-3-methyl-3H-benzooxazol-2-one). Conditions: temperature 0 celsius, time 10 minute. The reactants are ice water, ClC1=C(C=CC(=C1)OC)CC(=O)C=1C=CC2=C(N(C(O2)=O)C)C1 (5-[2-(2-Chloro-4-methoxy-phenyl)-acetyl]-3-methyl-3H-benzooxazol-2-one), CI (methyl iodide), [H-].[Na+] (sodium hydride). The yield is 76.0%. Run in CN(C)C=O (DMF). RXN SMILES: [Cl:1][C:2]1[CH:7]=[C:6]([O:8][CH3:9])[CH:5]=[CH:4][C:3]=1[CH2:10][C:11]([C:13]1[CH:14]=[CH:15][C:16]2[O:20][C:19](=[O:21])[N:18]([CH3:22])[C:17]=2[CH:23]=1)=[O:12].[H-].[Na+].[CH3:26]I>CN(C=O)C>[Cl:1][C:2]1[CH:7]=[C:6]([O:8][CH3:9])[CH:5]=[CH:4][C:3]=1[CH:10]([CH3:26])[C:11]([C:13]1[CH:14]=[CH:15][C:16]2[O:20][C:19](=[O:21])[N:18]([CH3:22])[C:17]=2[CH:23]=1)=[O:12] |f:1.2|. Reactants: C(C#CC)OC1=CC=C(C=C1)S(=O)(=O)N(C(C(=O)NO)C1=CC=C(C=C1)OC)C (2-[{[4-(2-Butynyloxy)Phenyl]Sulfonyl}(Methyl)Amino]-N-Hydroxy -2-(4-Methoxyphenyl)Acetamide), [Si](C)(C)(C(C)(C)C)Cl (tert-butyldimethylsilyl chloride), CN(C)C=O (DMF), N1C=NC=C1 (imidazole). Solvent: CCOCC (ether). Run at time 5 hour. Yields the product COC(C(NS(=O)(=O)C1=CC=C(C=C1)OCC#CC)C1=CC=C(C=C1)O[Si](C)(C)C(C)(C)C)=O ([4-(tert-butyl-dimethyl-silanyloxy)-phenyl]-(4-but-2-ynyloxy-benzenesulfonylamino)-acetic acid methyl ester). Reaction SMILES: [CH2:1]([O:5][C:6]1[CH:11]=[CH:10][C:9]([S:12]([N:15](C)[CH:16]([C:21]2[CH:26]=[CH:25][C:24]([O:27]C)=[CH:23][CH:22]=2)[C:17](NO)=[O:18])(=[O:14])=[O:13])=[CH:8][CH:7]=1)[C:2]#[C:3][CH3:4].[Si:30](Cl)([C:33]([CH3:36])([CH3:35])[CH3:34])([CH3:32])[CH3:31].N1C=CN=C1.CN([CH:46]=[O:47])C>CCOCC>[CH3:46][O:47][C:17](=[O:18])[CH:16]([C:21]1[CH:26]=[CH:25][C:24]([O:27][Si:30]([C:33]([CH3:36])([CH3:35])[CH3:34])([CH3:32])[CH3:31])=[CH:23][CH:22]=1)[NH:15][S:12]([C:9]1[CH:8]=[CH:7][C:6]([O:5][CH2:1][C:2]#[C:3][CH3:4])=[CH:11][CH:10]=1)(=[O:13])=[O:14]. Reported procedure: To a solution of 6.62 g (0.017 mmol) of [}[4-(2-butynyloxy)phenyl]sulfonyl}amino](4-hydroxyphenyl)acetate from Example 178 in 50 mL of DMF was added 3.08 g (0.020 mmol) of tert-butyldimethylsilyl chloride followed by 2.89 g (0.043 mmol) of imidazole. The reaction was stirred at room temperature for 5 h and then diluted with ether. The resulting mixture was washed with water, dried over magnesium sulfate, filtered and concentrated in vacuo to give 7.06 g of [4-(tert-butyl-dimethyl-silanyloxy)-phe... Starting materials: CO, CCOC(C)=O, O=C[O-], COC(=O)C(CC#Cc1cnc(N)cn1)NC(=O)OC(C)(C)C, [NH4+]. Yields the product COC(=O)C(CCCc1cnc(N)cn1)NC(=O)OC(C)(C)C. Reaction SMILES: [CH3:28][OH:29].[CH3:30][CH2:31][O:32][C:33](=[O:34])[CH3:35].[CH:24]([O-:25])=[O:26].[NH2:1][c:2]1[n:3][cH:4][c:5]([C:8]#[C:9][CH2:10][CH:11]([C:12](=[O:13])[O:14][CH3:15])[NH:16][C:17](=[O:18])[O:19][C:20]([CH3:21])([CH3:22])[CH3:23])[n:6][cH:7]1.[NH4+:27]>>[NH2:1][c:2]1[n:3][cH:4][c:5]([CH2:8][CH2:9][CH2:10][CH:11]([C:12](=[O:13])[O:14][CH3:15])[NH:16][C:17](=[O:18])[O:19][C:20]([CH3:21])([CH3:22])[CH3:23])[n:6][cH:7]1. Starting materials: BrCC=1OC=C(C(C1)=O)O (2-(Bromomethyl)-5-hydroxy-4H-pyran-4-one), N1CCOCC1 (morpholine). Run in C(C)#N (acetonitrile). Run at temperature 80 celsius, time 3 hour. The product is OC=1C(C=C(OC1)CN1CCOCC1)=O (5-Hydroxy-2-(morpholinomethyl)-4H-pyran-4-one). The yield is 93.1%. As a reaction SMILES: Br[CH2:2][C:3]1[O:4][CH:5]=[C:6]([OH:10])[C:7](=[O:9])[CH:8]=1.[NH:11]1[CH2:16][CH2:15][O:14][CH2:13][CH2:12]1>C(#N)C>[OH:10][C:6]1[C:7](=[O:9])[CH:8]=[C:3]([CH2:2][N:11]2[CH2:16][CH2:15][O:14][CH2:13][CH2:12]2)[O:4][CH:5]=1. Procedure details: 2-(Bromomethyl)-5-hydroxy-4H-pyran-4-one 21 (5.0 g, 24.4 mmol), morpholine (4.3 mL, 48.8 mmol) and acetonitrile (120 mL) were charged in a 250 ml round-bottomed flask equipped with a magnetic stirrer. The reaction mixture was stirred for 3 h at 80° C. Acetonitrile was evaporated and the residu was extracted with EtOAc (400 mL). The organic layer was washed with water (20 mL), brine (2×20 mL), dried over MgSO4, filtered and evaporated to dryness. Diethyl ether (25 mL) was added and the product wa... The product is BrC=1C=C(C=CC1)C1=NN(C2=C1C=NC=C2)CCN(C[C@H](COC2=CC=C(C=C2)C2=NOC1=C2C=CC(=C1)F)O)C ((R)-1-({2-[3-(3-bromo-phenyl)-pyrazolo[4,3-c]pyridin-1-yl]-ethyl}-methyl-amino)-3-[4-(6-fluoro-benzo[d]isoxazol-3-yl)-phenoxy]-propan-2-ol). Reaction SMILES: [F:1][C:2]1[CH:21]=[CH:20][C:5]2[C:6]([C:9]3[CH:14]=[CH:13][C:12]([O:15][CH2:16][C@H:17]4[CH2:19][O:18]4)=[CH:11][CH:10]=3)=[N:7][O:8][C:4]=2[CH:3]=1.[Br:22][C:23]1[CH:24]=[C:25]([C:29]2[C:33]3[CH:34]=[N:35][CH:36]=[CH:37][C:32]=3[N:31]([CH2:38][CH2:39][NH:40][CH3:41])[N:30]=2)[CH:26]=[CH:27][CH:28]=1>CN(C)C=O.C(O)C>[Br:22][C:23]1[CH:24]=[C:25]([C:29]2[C:33]3[CH:34]=[N:35][CH:36]=[CH:37][C:32]=3[N:31]([CH2:38][CH2:39][N:40]([CH3:41])[CH2:19][C@@H:17]([OH:18])[CH2:16][O:15][C:12]3[CH:11]=[CH:10][C:9]([C:6]4[C:5]5[CH:20]=[CH:21][C:2]([F:1])=[CH:3][C:4]=5[O:8][N:7]=4)=[CH:14][CH:13]=3)[N:30]=2)[CH:26]=[CH:27][CH:28]=1. The reactants are FC1=CC2=C(C(=NO2)C2=CC=C(C=C2)OC[C@@H]2OC2)C=C1 ((R)-6-fluoro-3-(4-oxiranylmethoxy-phenyl)-benzo[d]isoxazole), BrC=1C=C(C=CC1)C1=NN(C2=C1C=NC=C2)CCNC ({2-[3-(3-bromo-phenyl)-pyrazolo[4,3-c]pyridin-1-yl]-ethyl}-methyl-amine). Run in CN(C=O)C (dimethylformamide), C(C)O (ethanol). Procedure: The title compound is prepared from a mixture of (R)-6-fluoro-3-(4-oxiranylmethoxy-phenyl)-benzo[d]isoxazole in dimethylformamide and {2-[3-(3-bromo-phenyl)-pyrazolo[4,3-c]pyridin-1-yl]-ethyl}-methyl-amine (Table No. 1, SM 6) in ethanol essentially as described above in Example 21. Purity by LC/MS=100%, [M+H]+=616.